This data is from the Open Reaction Database (ORD), a public repository of structured organic reaction records. The task is: describe an organic reaction: reactants, conditions, products, and yield Reactants: C(C)(C)(C)OC(=O)N1CC2=C(CC1)N(N=C2C2=CC=C(C=C2)C(F)(F)F)CCC=O (1-(3-oxo-propyl)-3-(4-trifluoromethyl-phenyl)-1,4,6,7-tetrahydro-pyrazolo[4,3-c]pyridine-5-carboxylic acid tert-butyl ester), CN1C(N(C2=C1C=CC=C2)C2CCNCC2)=O (1-methyl-3-piperidin-4-yl-1,3-dihydro-benzoimidazol-2-one), CC(=O)O (AcOH), [BH-](OC(=O)C)(OC(=O)C)OC(=O)C.[Na+] (NaBH(OAc)3), C(=O)(O)[O-].[Na+] (NaHCO3). Solvent: C(Cl)Cl (CH2Cl2). Reaction conditions: time 20 minute. Yields the product C(C)(C)(C)OC(=O)N1CC2=C(CC1)N(N=C2C2=CC=C(C=C2)C(F)(F)F)CCCN2CCC(CC2)N2C(N(C1=C2C=CC=C1)C)=O (1-{3-[4-(3-Methyl-2-oxo-2,3-dihydro-benzoimidazol-1-yl)-piperidin-1-yl]-propyl}-3-(4-trifluoromethyl-phenyl)-1,4,6,7-tetrahydro-pyrazolo[4,3-c]pyridine-5-carboxylic acid tert-butyl ester). Isolated yield 8.4%. RXN SMILES: [C:1]([O:5][C:6]([N:8]1[CH2:13][CH2:12][C:11]2[N:14]([CH2:27][CH2:28][CH:29]=O)[N:15]=[C:16]([C:17]3[CH:22]=[CH:21][C:20]([C:23]([F:26])([F:25])[F:24])=[CH:19][CH:18]=3)[C:10]=2[CH2:9]1)=[O:7])([CH3:4])([CH3:3])[CH3:2].[CH3:31][N:32]1[C:36]2[CH:37]=[CH:38][CH:39]=[CH:40][C:35]=2[N:34]([CH:41]2[CH2:46][CH2:45][NH:44][CH2:43][CH2:42]2)[C:33]1=[O:47].CC(O)=O.[BH-](OC(C)=O)(OC(C)=O)OC(C)=O.[Na+].C([O-])(O)=O.[Na+]>C(Cl)Cl>[C:1]([O:5][C:6]([N:8]1[CH2:13][CH2:12][C:11]2[N:14]([CH2:27][CH2:28][CH2:29][N:44]3[CH2:45][CH2:46][CH:41]([N:34]4[C:35]5[CH:40]=[CH:39][CH:38]=[CH:37][C:36]=5[N:32]([CH3:31])[C:33]4=[O:47])[CH2:42][CH2:43]3)[N:15]=[C:16]([C:17]3[CH:18]=[CH:19][C:20]([C:23]([F:25])([F:26])[F:24])=[CH:21][CH:22]=3)[C:10]=2[CH2:9]1)=[O:7])([CH3:4])([CH3:2])[CH3:3] |f:3.4,5.6|. Procedure details: To a stirred solution of 1-(3-oxo-propyl)-3-(4-trifluoromethyl-phenyl)-1,4,6,7-tetrahydro-pyrazolo[4,3-c]pyridine-5-carboxylic acid tert-butyl ester (0.99 g, 23.6 mmol) in CH2Cl2 (20 mL) were added 1-methyl-3-piperidin-4-yl-1,3-dihydro-benzoimidazol-2-one (0.60 g, 25.9 mmol) and glacial AcOH (0.13 mL, 23.6 mmol) in that order and stirred for 20 min. NaBH(OAc)3 (0.65 g, 30.6 mmol) was added and stirred under nitrogen for 2 h. Saturated NaHCO3 (20 mL) was added and stirred for 30 min, and the laye...